From a dataset of the Open Reaction Database (ORD), a public repository of structured organic reaction records. describe an organic reaction: reactants, conditions, products, and yield RXN SMILES: [Br:7][c:8]1[cH:9][c:10]([N+:21](=[O:22])[O-:23])[c:11]([CH:12]=[CH:13][N:14]2[CH2:15][CH2:16][CH2:17][CH2:18]2)[cH:19][cH:20]1.[I+3:1]([O-:2])([O-:3])([O-:4])[O-:5].[Na+:6]>>[O:2]=[CH:12][c:11]1[c:10]([N+:21](=[O:22])[O-:23])[cH:9][c:8]([Br:7])[cH:20][cH:19]1. Starting materials: O=[N+]([O-])c1cc(Br)ccc1C=CN1CCCC1, [O-][I+3]([O-])([O-])[O-], [Na+]. Yields the product O=Cc1ccc(Br)cc1[N+](=O)[O-].